Task: describe an organic reaction: reactants, conditions, products, and yield. Dataset: the Open Reaction Database (ORD), a public repository of structured organic reaction records Reactants: O=C1CCNc2c1ccc(Cl)c2[N+](=O)[O-], Cl, [Na+], [OH-], O, O, Cl[Sn]Cl. The product is Nc1c(Cl)ccc2c1NCCC2=O. As a reaction SMILES: [Cl:1][c:2]1[cH:3][cH:4][c:5]2[c:10]([c:11]1[N+:12]([O-:13])=[O:14])[NH:9][CH2:8][CH2:7][C:6]2=[O:15].[ClH:23].[Na+:22].[OH-:21].[OH2:16].[OH2:17].[Sn:18]([Cl:19])[Cl:20]>>[Cl:1][c:2]1[cH:3][cH:4][c:5]2[c:10]([c:11]1[NH2:12])[NH:9][CH2:8][CH2:7][C:6]2=[O:15]. Reactants: O=C([O-])[O-], Fc1ccccc1S, CI, [K+], [K+], CN(C)C=O, O=C(O)CC(O)(CC(=O)O)C(=O)O. As a reaction SMILES: [C:11](=[O:12])([O-:13])[O-:14].[F:1][c:2]1[c:3]([SH:8])[cH:4][cH:5][cH:6][cH:7]1.[I:9][CH3:10].[K+:15].[K+:16].[O:30]=[CH:31][N:32]([CH3:33])[CH3:34].[OH:17][C:18]([CH2:19][C:20]([C:21](=[O:22])[OH:23])([CH2:24][C:25](=[O:26])[OH:27])[OH:28])=[O:29]>>[F:1][c:2]1[c:3]([S:8][CH3:11])[cH:4][cH:5][cH:6][cH:7]1. Yields the product CSc1ccccc1F. The reactants are O([C@@H]1[C@H](O)[C@@H](O)[C@H](O)[C@H](O1)CO)C (methyl α-D-glucopyranoside), C1(=CC=CC=C1)P(C1=CC=CC=C1)C1=CC=CC=C1 (triphenylphosphine), C(Br)(Br)(Br)Br (carbon tetrabromide). Solvent: N1=CC=CC=C1 (pyridine). Conditions: temperature 0 celsius, time 10 minute. The product is BrC([C@@H]1[C@H]([C@@H]([C@H]([C@@H](OC)O1)O)O)O)O (Methyl 6-bromo-α-D-glucopyranoside). Isolated yield 20.1%. RXN SMILES: [O:1]([CH3:13])[C@H:2]1[O:10][C@H:9]([CH2:11][OH:12])[C@@H:7]([OH:8])[C@H:5]([OH:6])[C@H:3]1[OH:4].C1(P(C2C=CC=CC=2)C2C=CC=CC=2)C=CC=CC=1.C(Br)(Br)(Br)[Br:34]>N1C=CC=CC=1>[Br:34][CH:11]([OH:12])[C@H:9]1[O:10][C@H:2]([O:1][CH3:13])[C@H:3]([OH:4])[C@@H:5]([OH:6])[C@@H:7]1[OH:8]. Reported procedure: To a 0° C. solution of methyl α-D-glucopyranoside (3.9 g, 20 mmol) in 125 mL of anhydrous pyridine was added triphenylphosphine (10.5 g, 40 mmol) followed by carbon tetrabromide (9.9 g, 30 mmol). The reaction was stirred at 0° C. for 10 minutes then warmed to 65° C. for 4 hours. The reaction was quenched with 20 mL of methanol and concentrated to a crude residue, a portion of which was purified by column chromatography eluting from silica gel with a gradient of 0 to 15% methanol in dichlorometha... The reactants are solution, N([C@@H](C(C)C)C(=O)O)C(=O)OC(C)(C)C (Boc-Val-OH), N[C@@H](CC(C)C)C(=O)O (H-Leu), solution, C1CCC(CC1)N=C=NC2CCCCC2 (DCC). Solvent: C(Cl)Cl (methylene chloride), C(Cl)Cl (methylene chloride). The product is N([C@@H](C(C)C)C(=O)N[C@@H](CC(C)C)C(=O)O)C(=O)OC(C)(C)C (Boc-Val-Leu). RXN SMILES: [NH:1]([C:9]([O:11][C:12]([CH3:15])([CH3:14])[CH3:13])=[O:10])[C@H:2]([C:6]([OH:8])=O)[CH:3]([CH3:5])[CH3:4].[NH2:16][C@H:17]([C:22]([OH:24])=[O:23])[CH2:18][CH:19]([CH3:21])[CH3:20].C1CCC(N=C=NC2CCCCC2)CC1>C(Cl)Cl>[NH:1]([C:9]([O:11][C:12]([CH3:15])([CH3:14])[CH3:13])=[O:10])[C@H:2]([C:6]([NH:16][C@H:17]([C:22]([OH:24])=[O:23])[CH2:18][CH:19]([CH3:21])[CH3:20])=[O:8])[CH:3]([CH3:4])[CH3:5]. Procedure: To 25 ml of a solution of 0.35 g of Boc-Val-OH in methylene chloride the H-Leu-resin described above was added and 5 ml of a solution of 0.33 g of DCC in methylene chloride was then added to the resulting mixture. The mixture was reacted at room temperature for 2 hours. After washing the resin 6 times with 30 ml of methylene chloride, the resin was added to 25 ml of a methylene chloride solution of 0.35 g of Boc-Val-OH and 0.55 g of 1-hydroxybenzotriazole. Then, 5 ml of a methylene chloride solu... Starting materials: C[NH3+], CCOC(C)=O, Cl, CC(C)c1nc(N(C)S(C)(=O)=O)nc(-c2ccc(F)cc2)c1C=CC(O)CC(O)CC(=O)[O-], O. Yields the product CC(C)c1nc(N(C)S(C)(=O)=O)nc(-c2ccc(F)cc2)c1C=CC(O)CC(O)CC(=O)[O-], [NH4+]. Reaction SMILES: [CH3:34][NH3+:35].[CH3:36][CH2:37][O:38][C:39](=[O:40])[CH3:41].[ClH:42].[F:1][c:2]1[cH:3][cH:4][c:5](-[c:8]2[n:9][c:10]([N:28]([S:29](=[O:30])(=[O:31])[CH3:32])[CH3:33])[n:11][c:12]([CH:25]([CH3:26])[CH3:27])[c:13]2[CH:14]=[CH:15][CH:16]([CH2:17][CH:18]([CH2:19][C:20](=[O:21])[O-:22])[OH:23])[OH:24])[cH:6][cH:7]1.[OH2:43]>>[F:1][c:2]1[cH:3][cH:4][c:5](-[c:8]2[n:9][c:10]([N:28]([S:29](=[O:30])(=[O:31])[CH3:32])[CH3:33])[n:11][c:12]([CH:25]([CH3:26])[CH3:27])[c:13]2[CH:14]=[CH:15][CH:16]([CH2:17][CH:18]([CH2:19][C:20](=[O:21])[O-:22])[OH:23])[OH:24])[cH:6][cH:7]1.[NH4+:35].